From a dataset of the Open Reaction Database (ORD), a public repository of structured organic reaction records. describe an organic reaction: reactants, conditions, products, and yield Starting materials: ice water, ClC1=C(OC2=C(OCC(=O)[O-])C=CC=C2)C=C(C(=C1)F)N1C(N(C(=CC1=O)C(F)(F)F)C)=O ([2-{2-chloro-4-fluoro-5-[3-methyl-2,6-dioxo-4-(trifluoromethyl)-1,2,3,6-tetrahydropyrimidin-1-yl]phenoxy}phenoxy]acetate), C(C)(=O)OCC (ethyl acetate), [Cl-].[Na+] (sodium chloride). The solvent is O1CCOCC1 (1,4-dioxane), Cl (hydrochloric acid), O (water). Yields the product ClC1=C(OC2=C(OCC(=O)O)C=CC=C2)C=C(C(=C1)F)N1C(N(C(=CC1=O)C(F)(F)F)C)=O ([2-{2-chloro-4-fluoro-5-[3-methyl-2,6-dioxo-4-(trifluoromethyl)-1,2,3,6-tetrahydropyrimidin-1-yl]phenoxy}phenoxy]acetic acid). As a reaction SMILES: [Cl:1][C:2]1[CH:19]=[C:18]([F:20])[C:17]([N:21]2[C:26](=[O:27])[CH:25]=[C:24]([C:28]([F:31])([F:30])[F:29])[N:23]([CH3:32])[C:22]2=[O:33])=[CH:16][C:3]=1[O:4][C:5]1[CH:15]=[CH:14][CH:13]=[CH:12][C:6]=1[O:7][CH2:8][C:9]([O-:11])=[O:10].C(OCC)(=O)C.[Cl-].[Na+]>O1CCOCC1.Cl.O>[Cl:1][C:2]1[CH:19]=[C:18]([F:20])[C:17]([N:21]2[C:26](=[O:27])[CH:25]=[C:24]([C:28]([F:29])([F:30])[F:31])[N:23]([CH3:32])[C:22]2=[O:33])=[CH:16][C:3]=1[O:4][C:5]1[CH:15]=[CH:14][CH:13]=[CH:12][C:6]=1[O:7][CH2:8][C:9]([OH:11])=[O:10] |f:2.3|. Procedure details: First, 0.4 g of methyl. [2-{2-chloro-4-fluoro-5-[3-methyl-2,6-dioxo-4-(trifluoromethyl)-1,2,3,6-tetrahydropyrimidin-1-yl]phenoxy}phenoxy]acetate was dissolved in 4 ml of 1,4-dioxane, to which a mixed solution of 1 ml of concentrated hydrochloric acid and 1 ml of water was added under stirring, and the mixture was heated and stirred under reflux for 12 hours. The reaction mixture was then left for cooling, into which ice water was poured, and after addition of ethyl acetate and saturated aqueous ...